From a dataset of the Open Reaction Database (ORD), a public repository of structured organic reaction records. describe an organic reaction: reactants, conditions, products, and yield Reactants: C(C)(=O)OCC(CCl)O (3-chloro-2-hydroxy-1-propyl acetate), O1CCCC=C1 (dihydropyran), C1(=CC=C(C=C1)S(=O)(=O)[O-])C.[NH+]1=CC=CC=C1 (pyridinium p-toluenesulfonate). Run in C(Cl)Cl (methylene chloride). Product: C(C)(=O)OCC(CCl)OC1OCCCC1 (3-chloro-2-tetrahydropyranyloxy-1-propyl acetate). Reaction SMILES: [C:1]([O:4][CH2:5][CH:6]([OH:9])[CH2:7][Cl:8])(=[O:3])[CH3:2].[O:10]1[CH:15]=[CH:14][CH2:13][CH2:12][CH2:11]1.C1(C)C=CC(S([O-])(=O)=O)=CC=1.[NH+]1C=CC=CC=1>C(Cl)Cl>[C:1]([O:4][CH2:5][CH:6]([O:9][CH:11]1[CH2:12][CH2:13][CH2:14][CH2:15][O:10]1)[CH2:7][Cl:8])(=[O:3])[CH3:2] |f:2.3|. Reported procedure: A solution of 271.9 g (1.78 moles) of 3-chloro-2-hydroxy-1-propyl acetate, 244 ml (2.67 moles) of freshly distilled dihydropyran, and 44.7 g (0.178 moles) of pyridinium p-toluenesulfonate in 1800 mL of methylene chloride was stirred at room temperature with cooling to control the reaction exotherm. After 22 hours the reaction mixture was washed with 500 mL of water and 250 mL of sodium chloride solution, and was dried over sodium sulfate. Solvent was removed and the residue was dried at 0.03 mm ... Starting materials: C(C1=CC=CC=C1)OC1=CC=C(OC2=CC=C(C=C2)[N+](=O)[O-])C=C1 (4-(4-benzyloxyphenoxy)-1-nitrobenzene), Cl (hydrochloric acid). Reagents/catalysts: [Fe] (Iron), [Fe] (iron). Run in C(C)O (ethanol). Reaction conditions: temperature 57.5 celsius. The product is C(C1=CC=CC=C1)OC1=CC=C(OC2=CC=C(N)C=C2)C=C1 (4-(4-Benzyloxyphenoxy)aniline). The yield is 75.7%. RXN SMILES: [CH2:1]([O:8][C:9]1[CH:24]=[CH:23][C:12]([O:13][C:14]2[CH:19]=[CH:18][C:17]([N+:20]([O-])=O)=[CH:16][CH:15]=2)=[CH:11][CH:10]=1)[C:2]1[CH:7]=[CH:6][CH:5]=[CH:4][CH:3]=1.Cl>C(O)C.[Fe]>[CH2:1]([O:8][C:9]1[CH:24]=[CH:23][C:12]([O:13][C:14]2[CH:15]=[CH:16][C:17]([NH2:20])=[CH:18][CH:19]=2)=[CH:11][CH:10]=1)[C:2]1[CH:3]=[CH:4][CH:5]=[CH:6][CH:7]=1. Reported procedure: A mechanically-stirred solution of 4-(4-benzyloxyphenoxy)-1-nitrobenzene (5.6 g, 17 mmol) in absolute ethanol (50 ml) was treated with concentrated hydrochloric acid (6 ml). The solution was warmed to 55-60° C. under a nitrogen cover. Iron powder (6.5 g, 115 mmol) was added in several portions. A mild exotherm (while still being heated) brought the reaction temperature to 68° C. After completing the iron addition the reaction temperature was brought to 70° C. and maintained at that temperature f... Starting materials: NC1=NC=CC(=N1)C1=CN=C2N1C=CC=C2 (2-amino-4-(imidazo-[1,2-a]pyridin-3-yl)pyrimidine), BrC1=CC=C(C=C1)C(=O)C=1SC=CN1 ((4-bromophenyl)(1,3-thiazol-2-yl)methanone), C([O-])([O-])=O.[Cs+].[Cs+] (cesium carbonate). The reagents and catalysts are C=1C=CC(=CC1)/C=C/C(=O)/C=C/C2=CC=CC=C2.C=1C=CC(=CC1)/C=C/C(=O)/C=C/C2=CC=CC=C2.C=1C=CC(=CC1)/C=C/C(=O)/C=C/C2=CC=CC=C2.[Pd].[Pd] (tris(dibenzylideneacetone)dipalladium), [Pd] (palladium). Product: S1C(=NC=C1)C(=O)C1=CC=C(NC2=NC=CC(=N2)C2=CN=C3N2C=CC=C3)C=C1 (2-[4-(1,3-Thiazol-2-ylcarbonyl)anilino]-4-(imidazo-[1,2-a]-pyridin-3-yl)pyrimidine). The yield is 45.0%. As a reaction SMILES: [NH2:1][C:2]1[N:7]=[C:6]([C:8]2[N:12]3[CH:13]=[CH:14][CH:15]=[CH:16][C:11]3=[N:10][CH:9]=2)[CH:5]=[CH:4][N:3]=1.Br[C:18]1[CH:23]=[CH:22][C:21]([C:24]([C:26]2[S:27][CH:28]=[CH:29][N:30]=2)=[O:25])=[CH:20][CH:19]=1.C(=O)([O-])[O-].[Cs+].[Cs+]>C1C=CC(/C=C/C(/C=C/C2C=CC=CC=2)=O)=CC=1.C1C=CC(/C=C/C(/C=C/C2C=CC=CC=2)=O)=CC=1.C1C=CC(/C=C/C(/C=C/C2C=CC=CC=2)=O)=CC=1.[Pd].[Pd].[Pd]>[S:27]1[CH:28]=[CH:29][N:30]=[C:26]1[C:24]([C:21]1[CH:20]=[CH:19][C:18]([NH:1][C:2]2[N:7]=[C:6]([C:8]3[N:12]4[CH:13]=[CH:14][CH:15]=[CH:16][C:11]4=[N:10][CH:9]=3)[CH:5]=[CH:4][N:3]=2)=[CH:23][CH:22]=1)=[O:25] |f:2.3.4,5.6.7.8.9|. Procedure details: The title compound was prepared from 2-amino-4-(imidazo-[1,2-a]pyridin-3-yl)pyrimidine and (4-bromophenyl)(1,3-thiazol-2-yl)methanone following the general method of Example 1 using cesium carbonate as the base and tris(dibenzylideneacetone)dipalladium (0) as the palladium source. The crude product was purified by column chromatography on silica gel using chloroform/ethanol, 95:5, as the eluent affording 0.126 g (45% yield) of the title compound as a yellow solid: mp (decomp.) 234-235° C.; MS (T... Reactants: C1(=CC=CC=C1)CCCCCCC(=O)O (7-phenylheptanoic acid), Cl.Cl.C(C1=CC=CC=C1)OC(C[C@H](CN(C)C)N)=O ((R)-3-amino-4-dimethylamino-butyric acid benzyl ester dihydrochloride). Product: C(C1=CC=CC=C1)OC(C[C@H](CN(C)C)NC(CCCCCCC1=CC=CC=C1)=O)=O ((R)-4-dimethylamino-3-(7-phenyl-heptanoylamino)-butyric acid benzyl ester). RXN SMILES: [C:1]1([CH2:7][CH2:8][CH2:9][CH2:10][CH2:11][CH2:12][C:13]([OH:15])=O)[CH:6]=[CH:5][CH:4]=[CH:3][CH:2]=1.Cl.Cl.[CH2:18]([O:25][C:26](=[O:34])[CH2:27][C@@H:28]([NH2:33])[CH2:29][N:30]([CH3:32])[CH3:31])[C:19]1[CH:24]=[CH:23][CH:22]=[CH:21][CH:20]=1>>[CH2:18]([O:25][C:26](=[O:34])[CH2:27][C@@H:28]([NH:33][C:13](=[O:15])[CH2:12][CH2:11][CH2:10][CH2:9][CH2:8][CH2:7][C:1]1[CH:2]=[CH:3][CH:4]=[CH:5][CH:6]=1)[CH2:29][N:30]([CH3:31])[CH3:32])[C:19]1[CH:24]=[CH:23][CH:22]=[CH:21][CH:20]=1 |f:1.2.3|. Procedure details: The title compound, m/e=335.4 ([M+H]+), was produced in analogy with intermediate 1, steps 3 and 4. Thus, commercially available 7-phenylheptanoic acid was coupled in step 3 with (R)-3-amino-4-dimethylamino-butyric acid benzyl ester dihydrochloride to produce (R)-4-dimethylamino-3-(7-phenyl-heptanoylamino)-butyric acid benzyl ester, which was hydrogenated in step 4. Reaction SMILES: [C:1]([C:5]([CH3:7])=[O:6])([CH3:4])([CH3:3])[CH3:2].[NH2-].[Na+].[C:10](OCC)(=[O:12])[CH3:11]>>[CH3:2][C:1]([CH3:4])([CH3:3])[C:5](=[O:6])[CH2:7][C:10](=[O:12])[CH3:11] |f:1.2|. Procedure: Methyl t-butyl ketone was condensed with ethyl acetate in the presence of sodamide to yield 5,5-dimethyl-2,4-hexanedione. This material was reacted with phosphorus pentachloride to yield the divinyl chloride, which was in turn dehydrohalogenated with sodamide to give 5,5-dimethyl-1,3-hexadiyne. This alkyne was then dimerized using the procedure of Hay (see e.g. Hay, A. S., J. Org. Chem. 27, 3320 (1962)), using copper(I) chloride-tetramethylethylenediamine (TMEDA) complex as the catalyst, to yiel... Product: CC(C(CC(C)=O)=O)(C)C (5,5-dimethyl-2,4-hexanedione). Starting materials: [NH2-].[Na+] (sodamide), C(C)(=O)OCC (ethyl acetate), C(C)(C)(C)C(=O)C (Methyl t-butyl ketone). Reactants: C1(=CC=CC2=CC=CC=C12)O (1-naphthol), potassium hydroxy, C(Cl)C1CO1 (epichlorohydrin). Run in CS(=O)C (DMSO). Run at time 30 minute. Yields the product C1(=CC=CC2=CC=CC=C12)OCC1OC1 (2-((naphthalene-1-yloxy)methyl)oxirane). Yield: 81.4%. RXN SMILES: [C:1]1([OH:11])[C:10]2[C:5](=[CH:6][CH:7]=[CH:8][CH:9]=2)[CH:4]=[CH:3][CH:2]=1.[CH2:12]([CH:14]1[O:16][CH2:15]1)Cl>CS(C)=O>[C:1]1([O:11][CH2:12][CH:14]2[CH2:15][O:16]2)[C:10]2[C:5](=[CH:6][CH:7]=[CH:8][CH:9]=2)[CH:4]=[CH:3][CH:2]=1. Reported procedure: To a solution of 1-naphthol (3.0 g, 0.02 mol) in DMSO (10 mL), potassium hydroxy (flakes, 2.0 g, 0.06 mol) was added. The combined mixture was stirred at room temperature for 30 min and then epichlorohydrin (5.6 g, 4.7 mL, 0.06 mol) was added slowly over a period of 45 min and stirring was continued for 16 hours. The reaction was quenched with water (30 mL) and extracted with chloroform (2×50 mL). The combined organic layers were washed with 1N aqueous NaOH (2×50 mL), water (2×100 mL) and brine ... Starting materials: O (Water), [OH-].[Na+] (NaOH), CN(CC(=O)N1CCCC2=CC(=C(C=C12)NC=1N=C(C2=C(N1)N(C=C2)S(=O)(=O)C2=CC=C(C=C2)C)NC2=CC=C(C(=C2C(=O)NC)F)F)OC)C (6-({2-{[1-(N,N-dimethylglycyl)-6-(methyloxy)-1,2,3,4-tetrahydro-7-quinolinyl]amino}-7-[(4-methylphenyl)sulfonyl]-7H-pyrrolo[2,3-d]pyrimidin-4-yl}amino)-2,3-difluoro-N-methylbenzamide). Solvent: C(C)(=O)OCC (ethyl acetate), O1CCOCC1 (1,4-dioxane). Run at temperature 120 celsius. Yields the product CN(CC(=O)N1CCCC2=CC(=C(C=C12)NC1=NC(=C2C(N1)=NC=C2)NC2=CC=C(C(=C2C(=O)NC)F)F)OC)C (6-[(2-{[1-(N,N-dimethylglycyl)-6-(methyloxy)-1,2,3,4-tetrahydro-7-quinolinyl]amino}-1H-pyrrolo[2,3-d]pyrimidin-4-yl)amino]-2,3-difluoro-N-methylbenzamide). Isolated yield 46.6%. As a reaction SMILES: [CH3:1][N:2]([CH3:51])[CH2:3][C:4]([N:6]1[C:15]2[C:10](=[CH:11][C:12]([O:49][CH3:50])=[C:13]([NH:16][C:17]3[N:18]=[C:19]([NH:36][C:37]4[C:42]([C:43]([NH:45][CH3:46])=[O:44])=[C:41]([F:47])[C:40]([F:48])=[CH:39][CH:38]=4)[C:20]4[CH:25]=[CH:24][N:23](S(C5C=CC(C)=CC=5)(=O)=O)[C:21]=4[N:22]=3)[CH:14]=2)[CH2:9][CH2:8][CH2:7]1)=[O:5].O.[OH-].[Na+]>O1CCOCC1.C(OCC)(=O)C>[CH3:51][N:2]([CH3:1])[CH2:3][C:4]([N:6]1[C:15]2[C:10](=[CH:11][C:12]([O:49][CH3:50])=[C:13]([NH:16][C:17]3[NH:22][C:21]4=[N:23][CH:24]=[CH:25][C:20]4=[C:19]([NH:36][C:37]4[C:42]([C:43]([NH:45][CH3:46])=[O:44])=[C:41]([F:47])[C:40]([F:48])=[CH:39][CH:38]=4)[N:18]=3)[CH:14]=2)[CH2:9][CH2:8][CH2:7]1)=[O:5] |f:2.3|. Procedure: 6-({2-{[1-(N,N-dimethylglycyl)-6-(methyloxy)-1,2,3,4-tetrahydro-7-quinolinyl]amino}-7-[(4-methylphenyl)sulfonyl]-7H-pyrrolo[2,3-d]pyrimidin-4-yl}amino)-2,3-difluoro-N-methylbenzamide (139 mg, 0.193 mmol) was dissolved in 1,4-dioxane (6 mL) and transferred to a 20 ml microwave vessel. Water (2 mL) and a solution of 6M NaOH (2 ml) and was added and reaction heated in microwave at 120° C. for 10 minutes. Resulting brown solution was diluted with ethyl acetate and washed with a saturated sodium bica... Starting materials: Cl (hydrochloric acid), ClC1=C(C=NO)C=CC=C1 (2-chlorobenzaldoxime), CN(C)C=1C=CC(=CC1)N=NC=2C=CC(=CC2)S(=O)(=O)O (methyl orange), C(#N)[BH3-].[Na+] (sodium cyanoborohydride), [BH4-] (borohydride). The solvent is CO (methanol), CO (methanol). Run at time 16 hour. Yields the product ClC1=C(C=CC=C1)CNO (N-(2-chlorophenylmethyl)hydroxylamine). Yield: 12.4%. RXN SMILES: [Cl:1][C:2]1[CH:10]=[CH:9][CH:8]=[CH:7][C:3]=1[CH:4]=[N:5][OH:6].CN(C1C=CC(N=NC2C=CC(S(O)(=O)=O)=CC=2)=CC=1)C.C([BH3-])#N.[Na+].Cl.[BH4-]>CO>[Cl:1][C:2]1[CH:10]=[CH:9][CH:8]=[CH:7][C:3]=1[CH2:4][NH:5][OH:6] |f:2.3|. Reported procedure: A solution of 26.0 grams (0.7 mole) of 2-chlorobenzaldoxime and a trace of methyl orange indicator in 200 ml of methanol was stirred in a flask equipped with a drying tube and two dropping funnels. A solution of 13.2 grams (0.21 mole) of sodium cyanoborohydride in 70 ml of methanol and a solution of 190 ml of methanolic 2 N hydrochloric acid were both added dropwise with the rates of addition adjusted to keep the pH of the reaction mixture at about 3.0 as shown by the pink color of the indicator... Starting materials: Cl.C(C1=CC=CC=C1)OC1=C2CCCC(C2=CC=C1)C(=O)N(CC=1C=NNC1)C=1C=NC(=CC1)C(C)C (5-benzyloxy-N-(6-isopropylpyridin-3-yl)-N-[(pyrazol-4-yl)methyl]-1,2,3,4-tetrahydronaphthalene-1-carboxamide hydrochloride), C(C1=CC=CC=C1)OC=1C=NC(=CC1)CCl (3-(benzyloxy)-6-(chloromethyl)pyridine). The product is C(C1=CC=CC=C1)OC1=C2CCCC(C2=CC=C1)C(=O)N(C=1C=NC(=CC1)C(C)C)CC=1C=NN(C1)CC1=NC=C(C=C1)OCC1=CC=CC=C1 (5-benzyloxy-N-({1-[(5-(benzyloxy)pyridin-2-yl)methyl]pyrazol-4-yl}methyl)-N-(6-isopropylpyridin-3-yl)-1,2,3,4-tetrahydronaphthalene-1-carboxamide). Yield: 73.3%. RXN SMILES: Cl.[CH2:2]([O:9][C:10]1[CH:19]=[CH:18][CH:17]=[C:16]2[C:11]=1[CH2:12][CH2:13][CH2:14][CH:15]2[C:20]([N:22]([C:29]1[CH:30]=[N:31][C:32]([CH:35]([CH3:37])[CH3:36])=[CH:33][CH:34]=1)[CH2:23][C:24]1[CH:25]=[N:26][NH:27][CH:28]=1)=[O:21])[C:3]1[CH:8]=[CH:7][CH:6]=[CH:5][CH:4]=1.[CH2:38]([O:45][C:46]1[CH:47]=[N:48][C:49]([CH2:52]Cl)=[CH:50][CH:51]=1)[C:39]1[CH:44]=[CH:43][CH:42]=[CH:41][CH:40]=1>>[CH2:2]([O:9][C:10]1[CH:19]=[CH:18][CH:17]=[C:16]2[C:11]=1[CH2:12][CH2:13][CH2:14][CH:15]2[C:20]([N:22]([CH2:23][C:24]1[CH:25]=[N:26][N:27]([CH2:52][C:49]2[CH:50]=[CH:51][C:46]([O:45][CH2:38][C:39]3[CH:44]=[CH:43][CH:42]=[CH:41][CH:40]=3)=[CH:47][N:48]=2)[CH:28]=1)[C:29]1[CH:30]=[N:31][C:32]([CH:35]([CH3:37])[CH3:36])=[CH:33][CH:34]=1)=[O:21])[C:3]1[CH:8]=[CH:7][CH:6]=[CH:5][CH:4]=1 |f:0.1|. Reported procedure: By the reaction and treatment in the same manner as in Example 271 using 5-benzyloxy-N-(6-isopropylpyridin-3-yl)-N-[(pyrazol-4-yl)methyl]-1,2,3,4-tetrahydronaphthalene-1-carboxamide hydrochloride (0.78 g) and 3-(benzyloxy)-6-(chloromethyl)pyridine (0.81 g) as starting materials, 5-benzyloxy-N-({1-[(5-(benzyloxy)pyridin-2-yl)methyl]pyrazol-4-yl}methyl)-N-(6-isopropylpyridin-3-yl)-1,2,3,4-tetrahydronaphthalene-1-carboxamide (0.75 g) was obtained.